Dataset: the Open Reaction Database (ORD), a public repository of structured organic reaction records. Task: describe an organic reaction: reactants, conditions, products, and yield The reactants are N1(C=NC=C1)C(C)C=1C=C(C(=CC1)N)N (4-[1-(1H-imidazol-1-yl)ethyl]-1,2-benzenediamine), FC(C(=O)O)(F)F (trifluoroacetic acid), Cl (hydrochloric acid). Reaction conditions: time 6 hour. Product: N1(C=NC=C1)C(C)C1=CC2=C(NC(=N2)C(F)(F)F)C=C1 (5-[1-(1H-imidazol-1-yl)ethyl]-2-(trifluoromethyl)-1-H-benzimidazole). Isolated yield 69.3%. Reaction SMILES: [N:1]1([CH:6]([C:8]2[CH:9]=[C:10]([NH2:15])[C:11]([NH2:14])=[CH:12][CH:13]=2)[CH3:7])[CH:5]=[CH:4][N:3]=[CH:2]1.[F:16][C:17]([F:22])([F:21])[C:18](O)=O.Cl>>[N:1]1([CH:6]([C:8]2[CH:13]=[CH:12][C:11]3[NH:14][C:18]([C:17]([F:22])([F:21])[F:16])=[N:15][C:10]=3[CH:9]=2)[CH3:7])[CH:5]=[CH:4][N:3]=[CH:2]1. Procedure: A mixture of 3.6 parts of 4-[1-(1H-imidazol-1-yl)ethyl]-1,2-benzenediamine, 5 parts of trifluoroacetic acid and 100 parts of a hydrochloric acid solution 4N was stirred for 6 hours at reflux temperature. The reaction mixture was concentrated and the concentrate was dissolved in 50 parts of water. The mixture was made alkaline with sodium hydrogen carbonate and the product was extracted with dichloromethane. The extract was dried, filtered and concentrated. The concentrate was purified by column ... The reactants are C1(=CC=CC=C1)[C@H](CC)NC(=O)C1=C(N(C(C2=CC=CC=C12)=O)C1=CC=CC=C1)CBr (3-bromomethyl-1-oxo-2-phenyl-1,2-dihydro-isoquinoline-4-carboxylic acid ((S)-1-phenyl-propyl)-amide), [C-]#N.[Na+] (sodium cyanide), CCCCCCC (heptane), O (water). Solvent: C1CCOC1 (THF), CN(C)C=O (DMF). Yields the product C1(=CC=CC=C1)[C@H](CC)NC(=O)C1=C(N(C(C2=CC=CC=C12)=O)C1=CC=CC=C1)CC#N (3-Cyanomethyl-1-oxo-2-phenyl-1,2-dihydro-isoquinoline-4-carboxylic acid ((S)-1-phenyl-propyl)-amide). The yield is 68.2%. Reaction SMILES: [C:1]1([C@@H:7]([NH:10][C:11]([C:13]2[C:22]3[C:17](=[CH:18][CH:19]=[CH:20][CH:21]=3)[C:16](=[O:23])[N:15]([C:24]3[CH:29]=[CH:28][CH:27]=[CH:26][CH:25]=3)[C:14]=2[CH2:30]Br)=[O:12])[CH2:8][CH3:9])[CH:6]=[CH:5][CH:4]=[CH:3][CH:2]=1.[C-:32]#[N:33].[Na+].O.CCCCCCC>C1COCC1.CN(C=O)C>[C:1]1([C@@H:7]([NH:10][C:11]([C:13]2[C:22]3[C:17](=[CH:18][CH:19]=[CH:20][CH:21]=3)[C:16](=[O:23])[N:15]([C:24]3[CH:29]=[CH:28][CH:27]=[CH:26][CH:25]=3)[C:14]=2[CH2:30][C:32]#[N:33])=[O:12])[CH2:8][CH3:9])[CH:6]=[CH:5][CH:4]=[CH:3][CH:2]=1 |f:1.2|. Reported procedure: To a solution of 3-bromomethyl-1-oxo-2-phenyl-1,2-dihydro-isoquinoline-4-carboxylic acid ((S)-1-phenyl-propyl)-amide (83 mg, 0.174 mmol) in THF (1.5 ml, anhydrous) and DMF (1.5 ml, anhydrous) sodium cyanide (83 mg, excess) was added. After 5 min the obtained suspension was poured into water (50 ml) followed by addition of heptane (20 ml). The crude product was separated by filtration and purified by flash chromatography on SiO2 (5 g, 1:1 EA-heptane) to give 50 mg of colourless solid, yield 68%. ... Starting materials: O=C(Nc1c[nH]nc1-c1nc2cc(CN3CCOCC3)ccc2[nH]1)c1c(Cl)cccc1Cl, O=C(O)c1n[nH]cc1NC(=O)c1c(F)cccc1Cl. The product is O=C(Nc1c[nH]nc1-c1nc2cc(CN3CCOCC3)ccc2[nH]1)c1c(F)cccc1Cl. As a reaction SMILES: [Cl:1][c:2]1[c:3]([C:4](=[O:5])[NH:6][c:7]2[c:8](-[c:12]3[n:13][c:14]4[c:15]([nH:16]3)[cH:17][cH:18][c:19]([CH2:21][N:22]3[CH2:23][CH2:24][O:25][CH2:26][CH2:27]3)[cH:20]4)[n:9][nH:10][cH:11]2)[c:28]([Cl:32])[cH:29][cH:30][cH:31]1.[Cl:33][c:34]1[cH:35][cH:36][cH:37][c:38]([F:51])[c:39]1[C:40]([NH:41][c:42]1[c:43]([C:44]([OH:45])=[O:46])[n:47][nH:48][cH:49]1)=[O:50]>>[Cl:1][c:2]1[c:3]([C:4](=[O:5])[NH:6][c:7]2[c:8](-[c:12]3[n:13][c:14]4[c:15]([nH:16]3)[cH:17][cH:18][c:19]([CH2:21][N:22]3[CH2:23][CH2:24][O:25][CH2:26][CH2:27]3)[cH:20]4)[n:9][nH:10][cH:11]2)[c:28]([F:51])[cH:29][cH:30][cH:31]1. Reactants: C[Sn](C1(C(C=C(C=C1)N1C(O[C@H](C1)CO)=O)F)F)(C)C ((R)-3-(4-trimethylstannyl-3,4-difluorophenyl)-2-oxo-5-oxazolidinylmethanol), CC=1OC(=NN1)C1=NC=C(C=C1)Br (2-(2-methyl-[1,3,4]oxadiazol-5-yl)-5-bromopyridine). Yields the product CC=1OC(=NN1)C1=NC=C(C=C1)C1(C(C=C(C=C1)N1C(O[C@H](C1)CO)=O)F)F ((R)-3-(4-(2-(2-methyl-[1,3,4]oxadiazol-5-yl)pyridin-5-yl)-3,4-difluorophenyl)-5-hydroxymethyl oxazolidin-2-on). Reaction SMILES: C[Sn](C)(C)[C:3]1([F:18])[CH:8]=[CH:7][C:6]([N:9]2[CH2:13][C@H:12]([CH2:14][OH:15])[O:11][C:10]2=[O:16])=[CH:5][CH:4]1[F:17].[CH3:21][C:22]1[O:23][C:24]([C:27]2[CH:32]=[CH:31][C:30](Br)=[CH:29][N:28]=2)=[N:25][N:26]=1>>[CH3:21][C:22]1[O:23][C:24]([C:27]2[CH:32]=[CH:31][C:30]([C:3]3([F:18])[CH:8]=[CH:7][C:6]([N:9]4[CH2:13][C@H:12]([CH2:14][OH:15])[O:11][C:10]4=[O:16])=[CH:5][CH:4]3[F:17])=[CH:29][N:28]=2)=[N:25][N:26]=1. Procedure details: The same procedure as in Example 1 was conducted by using (R)-3-(4-trimethylstannyl-3,4-difluorophenyl)-2-oxo-5-oxazolidinylmethanol and 2-(2-methyl-[1,3,4]oxadiazol-5-yl)-5-bromopyridine as a starting material, to prepare the title compound. The product is C[C@@H]1CN(CCN1C1=NN=C(C2=CC=CC=C12)N1CCOCC1)C(=O)C1=CC=CC=C1 ((R)-(3-methyl-4-(4-morpholinophthalazin-1-yl)piperazin-1-yl)(phenyl)methanone). Run at temperature 80 celsius, time 16 hour. Reported procedure: Compound 66 was prepared as described in general method E. Sodium t-butoxide (0.0550 g, 0.572 mmol), rac-2,2-bis(diphenylphosphino)-1,1-binaphthalene (0.0102 g, 0.0164 mmol), tris(dibenzylideneacetone)dipalladium (0) (0.00749 g, 0.00818 mmol), and (R)-(4-(4-chlorophthalazin-1-yl)-3-methylpiperazin-1-yl)(phenyl)methanone JK-5 (0.150 g, 0.409 mmol) were combined in a screw cap vial, purged to argon, and solvated with degassed morpholine (0.142 mL, 1.64 mmol). The reaction vial was sealed and stirr... Run in ClCCl (dichloromethane). The reactants are CC(C)([O-])C.[Na+] (Sodium t-butoxide), N1CCOCC1 (morpholine), C1(=CC=CC=C1)P(C1(C(=C2C=CC=CC2=CC1)C1=CC=CC2=CC=CC=C12)P(C1=CC=CC=C1)C1=CC=CC=C1)C1=CC=CC=C1 (rac-2,2-bis(diphenylphosphino)-1,1-binaphthalene), ClC1=NN=C(C2=CC=CC=C12)N1[C@@H](CN(CC1)C(=O)C1=CC=CC=C1)C ((R)-(4-(4-chlorophthalazin-1-yl)-3-methylpiperazin-1-yl)(phenyl)methanone). Reagents/catalysts: C=1C=CC(=CC1)/C=C/C(=O)/C=C/C2=CC=CC=C2.C=1C=CC(=CC1)/C=C/C(=O)/C=C/C2=CC=CC=C2.C=1C=CC(=CC1)/C=C/C(=O)/C=C/C2=CC=CC=C2.[Pd].[Pd] (tris(dibenzylideneacetone)dipalladium). As a reaction SMILES: CC(C)([O-])C.[Na+].C1(P(C2C=CC=CC=2)C2(P(C3C=CC=CC=3)C3C=CC=CC=3)CC=C3C(C=CC=C3)=C2C2C3C(=CC=CC=3)C=CC=2)C=CC=CC=1.Cl[C:54]1[C:63]2[C:58](=[CH:59][CH:60]=[CH:61][CH:62]=2)[C:57]([N:64]2[CH2:69][CH2:68][N:67]([C:70]([C:72]3[CH:77]=[CH:76][CH:75]=[CH:74][CH:73]=3)=[O:71])[CH2:66][C@H:65]2[CH3:78])=[N:56][N:55]=1.[NH:79]1[CH2:84][CH2:83][O:82][CH2:81][CH2:80]1>ClCCl.C1C=CC(/C=C/C(/C=C/C2C=CC=CC=2)=O)=CC=1.C1C=CC(/C=C/C(/C=C/C2C=CC=CC=2)=O)=CC=1.C1C=CC(/C=C/C(/C=C/C2C=CC=CC=2)=O)=CC=1.[Pd].[Pd]>[CH3:78][C@H:65]1[N:64]([C:57]2[C:58]3[C:63](=[CH:62][CH:61]=[CH:60][CH:59]=3)[C:54]([N:79]3[CH2:84][CH2:83][O:82][CH2:81][CH2:80]3)=[N:55][N:56]=2)[CH2:69][CH2:68][N:67]([C:70]([C:72]2[CH:77]=[CH:76][CH:75]=[CH:74][CH:73]=2)=[O:71])[CH2:66]1 |f:0.1,6.7.8.9.10|. The reactants are C#CC(C)(C)Oc1ccc2ncccc2c1, Clc1ccccc1Cl. Yields the product CC1(C)C=Cc2c(ccc3ncccc23)O1. As a reaction SMILES: [CH3:1][C:2]([C:3]#[CH:4])([CH3:5])[O:6][c:7]1[cH:8][c:9]2[cH:10][cH:11][cH:12][n:13][c:14]2[cH:15][cH:16]1.[Cl:17][c:18]1[c:19]([Cl:20])[cH:21][cH:22][cH:23][cH:24]1>>[CH3:1][C:2]1([CH3:5])[CH:3]=[CH:4][c:8]2[c:7]([cH:16][cH:15][c:14]3[c:9]2[cH:10][cH:11][cH:12][n:13]3)[O:6]1. Reactants: CN(C)C=O (DMF), CC1=C(C(=O)O)C=CC=C1[N+](=O)[O-] (2-methyl-3-nitrobenzoic acid), KHCO3. The solvent is O (water). Conditions: temperature 40 celsius, time 12 hour. Product: CC1=C(C(=O)OC)C=CC=C1[N+](=O)[O-] (methyl 2-methyl-3-nitrobenzoate). Isolated yield 100.0%. Reaction SMILES: CN([CH:4]=[O:5])C.[CH3:6][C:7]1[C:15]([N+:16]([O-:18])=[O:17])=[CH:14][CH:13]=[CH:12][C:8]=1[C:9](O)=[O:10]>O>[CH3:6][C:7]1[C:15]([N+:16]([O-:18])=[O:17])=[CH:14][CH:13]=[CH:12][C:8]=1[C:9]([O:5][CH3:4])=[O:10]. Reported procedure: With reference to FIG. 4, DMF (130 mL) was added to a well mixed 2-methyl-3-nitrobenzoic acid 2 (50 g, 0.28 mol) and KHCO3 (84 g, 0.84 mol) solution. Since the mixture became highly viscous, it was heated to 40° C. with manual shaking. lodomethane (79 g, 0.56 mol) was added via syringe after the gas evolution had ceased. The resulting orange colored solution was stirred for 12 hours at room temperature. The reaction mixture was poured into water (800 mL), and the resulting precipitate collected ... The reactants are CC(=O)c1c(C)c(NC(=O)CC(C)(C)C)c(C)c2c1SCC2c1ccc(C(C)C)cc1, O=C([O-])O, O=C(OO)c1cccc(Cl)c1, ClCCl, [Na+], [Na+], O=S(=O)([O-])O. Yields the product CC(=O)c1c(C)c(NC(=O)CC(C)(C)C)c(C)c2c1S(=O)CC2c1ccc(C(C)C)cc1. As a reaction SMILES: [C:1]([CH3:2])(=[O:3])[c:4]1[c:5]([CH3:31])[c:6]([NH:23][C:24]([CH2:25][C:26]([CH3:27])([CH3:28])[CH3:29])=[O:30])[c:7]([CH3:22])[c:8]2[c:12]1[S:11][CH2:10][CH:9]2[c:13]1[cH:14][cH:15][c:16]([CH:19]([CH3:20])[CH3:21])[cH:17][cH:18]1.[C:32]([OH:33])(=[O:34])[O-:35].[Cl:37][c:38]1[cH:39][cH:40][cH:41][c:42]([C:43]([O:44][OH:45])=[O:46])[cH:47]1.[Cl:54][CH2:55][Cl:56].[Na+:36].[Na+:53].[S:48]([O-:49])([OH:50])(=[O:51])=[O:52]>>[C:1]([CH3:2])(=[O:3])[c:4]1[c:5]([CH3:31])[c:6]([NH:23][C:24]([CH2:25][C:26]([CH3:27])([CH3:28])[CH3:29])=[O:30])[c:7]([CH3:22])[c:8]2[c:12]1[S:11](=[O:33])[CH2:10][CH:9]2[c:13]1[cH:14][cH:15][c:16]([CH:19]([CH3:20])[CH3:21])[cH:17][cH:18]1.